describe an organic reaction: reactants, conditions, products, and yield From a dataset of the Open Reaction Database (ORD), a public repository of structured organic reaction records. Starting materials: BrC=1C=CC(=C(C#N)C1)F (5-bromo-2-fluorobenzonitrile), C(C)(C)N(C(C)C)CC (N,N-diisopropylethylamine), C(C1=CC=CC=C1)S (benzyl mercaptan). The reagents and catalysts are [Pd+2].ClC1=C([C-](C=C1)P(C(C)(C)C)C(C)(C)C)Cl.[C-]1(C=CC=C1)P(C(C)(C)C)C(C)(C)C.[Fe+2] (dichloro[1,1′ bis(di-tert-butylphosphino)]ferrocene palladium (II)). The solvent is C(C)(=O)OCC (ethyl acetate), C1(=CC=CC=C1)C (toluene). Reaction conditions: temperature 60 celsius. Yields the product C(C1=CC=CC=C1)SC=1C=CC(=C(C#N)C1)F (5-(benzylthio)-2-fluorobenzonitrile). The yield is 50.8%. Reaction SMILES: Br[C:2]1[CH:3]=[CH:4][C:5]([F:10])=[C:6]([CH:9]=1)[C:7]#[N:8].C(N(CC)C(C)C)(C)C.[CH2:20]([SH:27])[C:21]1[CH:26]=[CH:25][CH:24]=[CH:23][CH:22]=1>C1(C)C=CC=CC=1.C(OCC)(=O)C.[Pd+2].ClC1C=C[C-](P(C(C)(C)C)C(C)(C)C)C=1Cl.[C-]1(P(C(C)(C)C)C(C)(C)C)C=CC=C1.[Fe+2]>[CH2:20]([S:27][C:2]1[CH:3]=[CH:4][C:5]([F:10])=[C:6]([CH:9]=1)[C:7]#[N:8])[C:21]1[CH:26]=[CH:25][CH:24]=[CH:23][CH:22]=1 |f:5.6.7.8|. Procedure details: To a degassed solution of 5-bromo-2-fluorobenzonitrile (10 g, 50 mmol) in toluene (250 mL) was added N,N-diisopropylethylamine (26 mL, 150 mmol), benzyl mercaptan (5.87 mL, 52 mmol) and dichloro[1,1′ bis(di-tert-butylphosphino)]ferrocene palladium (II) (500 mg, 1 mmol). The reaction mixture was heated at 60° C. for 16 hours. The reaction mixture was diluted to 500 mL volume with ethyl acetate and washed with dilute brine (300 mL), then 2N HCl (2×300 mL) and finally dilute brine (300 mL). The com... The reactants are CNc1c(C(=O)OC)cccc1[N+](=O)[O-], C1CCOC1. Yields the product CNc1c(N)cccc1C(=O)OC. As a reaction SMILES: [CH3:1][NH:2][c:3]1[c:4]([C:5](=[O:6])[O:7][CH3:8])[cH:9][cH:10][cH:11][c:12]1[N+:13]([O-:14])=[O:15].[O:16]1[CH2:17][CH2:18][CH2:19][CH2:20]1>>[CH3:1][NH:2][c:3]1[c:4]([C:5](=[O:6])[O:7][CH3:8])[cH:9][cH:10][cH:11][c:12]1[NH2:13]. Reactants: Cl (hydrogen chloride), [Si](C1=CC=CC=C1)(C1=CC=CC=C1)(C(C)(C)C)O[C@@H]([C@@H]1CN(CCC1)C(=O)OC(C)(C)C)C=1SC=CN1 (tert-butyl (S)-3-[(S)-(tert-butyldiphenylsilanyloxy)thiazol-2-ylmethyl]-piperidine-1-carboxylate). Run in ClCCl (dichloromethane). Reaction conditions: time 2 hour. The product is Cl.[Si](C1=CC=CC=C1)(C1=CC=CC=C1)(C(C)(C)C)O[C@@H]([C@@H]1C[NH2+]CCC1)C=1SC=CN1 ((S)-3-[(S)-(tert-butyldiphenylsilanyloxy)thiazol-2-yl-methyl]piperidinium hydrochloride). RXN SMILES: [ClH:1].[Si:2]([O:19][C@H:20]([C:34]1[S:35][CH:36]=[CH:37][N:38]=1)[C@H:21]1[CH2:26][CH2:25][CH2:24][N:23](C(OC(C)(C)C)=O)[CH2:22]1)([C:15]([CH3:18])([CH3:17])[CH3:16])([C:9]1[CH:14]=[CH:13][CH:12]=[CH:11][CH:10]=1)[C:3]1[CH:8]=[CH:7][CH:6]=[CH:5][CH:4]=1>ClCCl>[ClH:1].[Si:2]([O:19][C@H:20]([C:34]1[S:35][CH:36]=[CH:37][N:38]=1)[C@H:21]1[CH2:26][CH2:25][CH2:24][NH2+:23][CH2:22]1)([C:15]([CH3:18])([CH3:17])[CH3:16])([C:9]1[CH:10]=[CH:11][CH:12]=[CH:13][CH:14]=1)[C:3]1[CH:8]=[CH:7][CH:6]=[CH:5][CH:4]=1 |f:3.4|. Procedure: 30 ml of hydrogen chloride (4 M in 1,4-dioxane) were added dropwise at +5° C. to a solution of 1.08 g (2.0 mmol) of tert-butyl (S)-3-[(S)-(tert-butyldiphenylsilanyloxy)thiazol-2-ylmethyl]-piperidine-1-carboxylate in 30 ml of dichloromethane. The reaction mixture was stirred at room temperature for 2 hours. Evaporation gave 1.03 g of (S)-3-[(S)-(tert-butyldiphenylsilanyloxy)thiazol-2-yl-methyl]piperidinium hydrochloride; HPLC/MS (M+H)+=437; rotation value in methanol [α]20D=−18.1°. The hydrochlor... The reactants are CN1CC=C(c2c[nH]c3ccc(OC(F)(F)F)cc23)CC1, O=C(Cl)c1ccc(F)cc1. Yields the product CN1CC=C(c2cn(C(=O)c3ccc(F)cc3)c3ccc(OC(F)(F)F)cc23)CC1. Reaction SMILES: [CH3:1][N:2]1[CH2:3][CH2:4][C:5]([c:8]2[cH:9][nH:10][c:11]3[cH:12][cH:13][c:14]([O:17][C:18]([F:19])([F:20])[F:21])[cH:15][c:16]23)=[CH:6][CH2:7]1.[F:22][c:23]1[cH:24][cH:25][c:26]([C:27](=[O:28])[Cl:29])[cH:30][cH:31]1>>[CH3:1][N:2]1[CH2:3][CH2:4][C:5]([c:8]2[cH:9][n:10]([C:27]([c:26]3[cH:25][cH:24][c:23]([F:22])[cH:31][cH:30]3)=[O:28])[c:11]3[cH:12][cH:13][c:14]([O:17][C:18]([F:19])([F:20])[F:21])[cH:15][c:16]23)=[CH:6][CH2:7]1. Yield: 101.9%. The product is BrC1=CC=C(C=C1)C(C(C(C(F)(F)F)=O)F)=O (1-(4-bromophenyl)-2,4,4,4-tetrafluoro-1,3-butanedione). Reactants: BrC1=CC=C(C=C1)C(CF)=O (1-(4-bromophenyl)-2-fluoro-1-ethanone), O1CCCC1.C[Si]([N-][Si](C)(C)C)(C)C.[Li+] (lithium hexamethyldisilazide tetrahydrofuran), Cl (hydrochloric acid), FC(C(=O)N1C=NC=C1)(F)F (N-trifluoroacetylimidazole). Reaction SMILES: [Br:1][C:2]1[CH:7]=[CH:6][C:5]([C:8](=[O:11])[CH2:9][F:10])=[CH:4][CH:3]=1.O1CCCC1.C[Si](C)(C)[N-][Si](C)(C)C.[Li+].[F:27][C:28]([F:37])([F:36])[C:29](N1C=CN=C1)=[O:30].Cl>O1CCCC1>[Br:1][C:2]1[CH:3]=[CH:4][C:5]([C:8](=[O:11])[CH:9]([F:10])[C:29](=[O:30])[C:28]([F:37])([F:36])[F:27])=[CH:6][CH:7]=1 |f:1.2.3|. Procedure details: To a solution of 1-(4-bromophenyl)-2-fluoro-1-ethanone (3.54 g, 16.3 mmol) in tetrahydrofuran (50 ml) was added dropwise 1M lithium hexamethyldisilazide tetrahydrofuran solution (19.6 ml, 19.6 mmol) at −78° C. After stirring for 45 min., N-trifluoroacetylimidazole (2.3 ml, 19.6 mmol) was added. The resulting mixture was allowed to warm up to room temperature and stirred for 1.5 hr. The mixture was acidified with 2M hydrochloric acid and extracted with diethyl ether (300 ml). The separated organi... Solvent: O1CCCC1 (tetrahydrofuran). Run at time 45 minute. Reactants: CC=1C(=CC2=C(N=CN2)C1)[N+](=O)[O-] (6-Methyl-5-nitrobenzimidazole). Reagents/catalysts: [Pd] (Pd/C). The solvent is C1CCOC1 (THF). Yields the product NC1=CC2=C(N=CN2)C=C1C (5-Amino-6-methylbenzimidazole). Yield: 92.3%. Reaction SMILES: [CH3:1][C:2]1[C:3]([N+:11]([O-])=O)=[CH:4][C:5]2[NH:9][CH:8]=[N:7][C:6]=2[CH:10]=1>C1COCC1.[Pd]>[NH2:11][C:3]1[C:2]([CH3:1])=[CH:10][C:6]2[N:7]=[CH:8][NH:9][C:5]=2[CH:4]=1. Reported procedure: To a solution of 6-Methyl-5-nitrobenzimidazole (300 mg) in THF (35 mL) was added 10% Pd/C (100 mg). The flask was evacuated and charged with H2 several times. The mixture was stirred under a balloon of H2. After 24 h the flask was purged with N2. The catalyst was filtered off and washed with THF. The solvent was removed under reduced pressure giving 230 mg of the title compound. Reactants: O (Water), C(C)NC1=CC(=CC=C1)C (N-ethyl-m-toluidine), BrCC(=O)OCC(F)(F)F (trifluoroethyl bromoacetate), C([O-])([O-])=O.[K+].[K+] (potassium carbonate). Run in CC(=O)C (acetone). The product is C(C)N(C1=CC(=CC=C1)C)CC(=O)OCC(F)(F)F (N-Ethyl-N-(2,2,2-trifluoroethoxycarbonylmethyl)-m-toluidine). Yield: 94.5%. RXN SMILES: [CH2:1]([NH:3][C:4]1[CH:9]=[CH:8][CH:7]=[C:6]([CH3:10])[CH:5]=1)[CH3:2].Br[CH2:12][C:13]([O:15][CH2:16][C:17]([F:20])([F:19])[F:18])=[O:14].C(=O)([O-])[O-].[K+].[K+].O>CC(C)=O>[CH2:1]([N:3]([CH2:12][C:13]([O:15][CH2:16][C:17]([F:20])([F:19])[F:18])=[O:14])[C:4]1[CH:9]=[CH:8][CH:7]=[C:6]([CH3:10])[CH:5]=1)[CH3:2] |f:2.3.4|. Procedure details: A mixture of 13.5 g (0.1 mole) N-ethyl-m-toluidine, 22.1 g (0.1 mole) trifluoroethyl bromoacetate and 7.0 g (0.051 mole) potassium carbonate in 100 ml of acetone was heated at reflux for two hours. Water (10 ml) was added and the mixture heated at reflux overnight. Solvent was removed on a rotary evaporator, ether added and the layers separated. The aqueous layer was extracted with ether. The combined ether solution was washed once with 50 ml of water and dried over sodium sulfate. Removal of et... The reactants are OCc1cnc(-c2ccc(C(F)(F)F)cc2)nc1C1CC1, ClCCl, O=S(Cl)Cl. Yields the product FC(F)(F)c1ccc(-c2ncc(CCl)c(C3CC3)n2)cc1. As a reaction SMILES: [CH:1]1([c:4]2[n:5][c:6](-[c:12]3[cH:13][cH:14][c:15]([C:18]([F:19])([F:20])[F:21])[cH:16][cH:17]3)[n:7][cH:8][c:9]2[CH2:10][OH:11])[CH2:2][CH2:3]1.[Cl:26][CH2:27][Cl:28].[S:22]([Cl:23])([Cl:24])=[O:25]>>[CH:1]1([c:4]2[n:5][c:6](-[c:12]3[cH:13][cH:14][c:15]([C:18]([F:19])([F:20])[F:21])[cH:16][cH:17]3)[n:7][cH:8][c:9]2[CH2:10][Cl:24])[CH2:2][CH2:3]1. Reaction conditions: temperature 110 celsius, time 7 hour. Run in N1=CC=CC=C1 (pyridine). Procedure: To a solution of 0.60 g of (S)-4-[3-methyl-4-hydroxymethyl-2,5-dioxo-4-phenylimidazolidin-1-yl]-2-trifluoromethylbenzonitrile in 24 mL of pyridine was added 19 mg of dimethylaminopyridine and 1.54 g of succinic anhydride. The mixture is stirred at 110° C. for 7 hours then evaporated to dryness. The crude product is washed with water and extracted with dichloromethane. The organic layer is dried over magnesium sulfate, filtered and evaporated. The crude product is purified by chromatography over ... As a reaction SMILES: [CH3:1][N:2]1[C@:6]([CH2:13][OH:14])([C:7]2[CH:12]=[CH:11][CH:10]=[CH:9][CH:8]=2)[C:5](=[O:15])[N:4]([C:16]2[CH:23]=[CH:22][C:19]([C:20]#[N:21])=[C:18]([C:24]([F:27])([F:26])[F:25])[CH:17]=2)[C:3]1=[O:28].CN(C1C=CC=CN=1)C.[C:38]1(=[O:44])[O:43][C:41](=[O:42])[CH2:40][CH2:39]1>N1C=CC=CC=1>[C:20]([C:19]1[CH:22]=[CH:23][C:16]([N:4]2[C:5](=[O:15])[C:6]([CH2:13][O:14][C@@H:40]([CH2:39][CH:38]=[O:44])[C:41]([OH:43])=[O:42])([C:7]3[CH:8]=[CH:9][CH:10]=[CH:11][CH:12]=3)[N:2]([CH3:1])[C:3]2=[O:28])=[CH:17][C:18]=1[C:24]([F:25])([F:27])[F:26])#[N:21]. Yields the product C(#N)C1=C(C=C(C=C1)N1C(N(C(C1=O)(C1=CC=CC=C1)CO[C@H](C(=O)O)CC=O)C)=O)C(F)(F)F ((S)-[1-(4-Cyano-3-trifluoromethylphenyl)-2,5-dioxo-3-methyl-4-phenylimidazolidin-4-yl]methoxy-4-oxobutanoic acid). Reactants: CN1C(N(C([C@]1(C1=CC=CC=C1)CO)=O)C1=CC(=C(C#N)C=C1)C(F)(F)F)=O ((S)-4-[3-methyl-4-hydroxymethyl-2,5-dioxo-4-phenylimidazolidin-1-yl]-2-trifluoromethylbenzonitrile), CN(C)C1=NC=CC=C1 (dimethylaminopyridine), C1(CCC(=O)O1)=O (succinic anhydride).